Dataset: the Open Reaction Database (ORD), a public repository of structured organic reaction records. Task: describe an organic reaction: reactants, conditions, products, and yield The reactants are [N+](=O)([O-])C=1C=C2C(=NC1)NC(=C2)C(=O)OC (methyl 5-nitro-1H-pyrrolo[2,3-b]pyridine-2-carboxylate), C(C)O (ethanol), [OH-].[Li+] (lithium hydroxide). Solvent: O (water). The product is [N+](=O)([O-])C=1C=C2C(=NC1)NC(=C2)C(=O)O (5-nitro-1H-pyrrolo[2,3-b]pyridine-2-carboxylic acid). Isolated yield 52.3%. As a reaction SMILES: [N+:1]([C:4]1[CH:5]=[C:6]2[CH:12]=[C:11]([C:13]([O:15]C)=[O:14])[NH:10][C:7]2=[N:8][CH:9]=1)([O-:3])=[O:2].C(O)C.[OH-].[Li+]>O>[N+:1]([C:4]1[CH:5]=[C:6]2[CH:12]=[C:11]([C:13]([OH:15])=[O:14])[NH:10][C:7]2=[N:8][CH:9]=1)([O-:3])=[O:2] |f:2.3|. Procedure details: A flask is charged successively with 5 g (22.62 mmol) of methyl 5-nitro-1H-pyrrolo[2,3-b]pyridine-2-carboxylate (Azasynth), 50 mL of 95% ethanol, 50 mL of water and 1.63 g (67.92 mmol) of lithium hydroxide. The reaction mixture is refluxed for 30 minutes and then left to return to room temperature. The solution is concentrated under reduced pressure and then diluted in 200 mL of water. The aqueous phase is extracted with 3×60 mL of ethyl acetate, then acidified with 32% hydrochloric acid until t... Starting materials: NC1=C(C=CC(=C1N)OC)CCN(C)C (N-[2-(2,3-diamino-4-methoxyphenyl)ethyl]-N,N-dimethylamine), C(=O)O (formic acid). Yields the product COC1=CC=C(C2=C1N=CN2)CCN(C)C (7-methoxy-4-[2-(N,N-dimethylamino)ethyl]benzimidazole). As a reaction SMILES: [NH2:1][C:2]1[C:7]([NH2:8])=[C:6]([O:9][CH3:10])[CH:5]=[CH:4][C:3]=1[CH2:11][CH2:12][N:13]([CH3:15])[CH3:14].[CH:16](O)=O>>[CH3:10][O:9][C:6]1[C:7]2[N:8]=[CH:16][NH:1][C:2]=2[C:3]([CH2:11][CH2:12][N:13]([CH3:15])[CH3:14])=[CH:4][CH:5]=1. Procedure: 0.30 g of N-[2-(2,3-diamino-4-methoxyphenyl)ethyl]-N,N-dimethylamine is heated under reflux for 3 hours with 10 ml of formic acid. The solution is filtered and concentrated, thus obtaining 0.23 g of 7-methoxy-4-[2-(N,N-dimethylamino)ethyl]benzimidazole, formate, as a vitreous mass. Yields the product Cl, Cc1ccccc1C1CC(N)C(=O)N(CC(F)(F)F)C1C. The reactants are Cc1ccccc1C1CC(N(C(=O)[O-])C(C)(C)C)C(=O)N(CC(F)(F)F)C1C, CCOC(C)=O, Cl. As a reaction SMILES: [C:1]([N:5]([C:2](=[O:3])[O-:4])[CH:9]1[C:10](=[O:28])[N:11]([CH2:23][C:24]([F:25])([F:26])[F:27])[CH:12]([CH3:22])[CH:13]([c:15]2[c:16]([CH3:21])[cH:17][cH:18][cH:19][cH:20]2)[CH2:14]1)([CH3:6])([CH3:7])[CH3:8].[CH3:30][CH2:31][O:32][C:33](=[O:34])[CH3:35].[ClH:29]>>[ClH:29].[NH2:5][CH:9]1[C:10](=[O:28])[N:11]([CH2:23][C:24]([F:25])([F:26])[F:27])[CH:12]([CH3:22])[CH:13]([c:15]2[c:16]([CH3:21])[cH:17][cH:18][cH:19][cH:20]2)[CH2:14]1.